From a dataset of the Open Reaction Database (ORD), a public repository of structured organic reaction records. describe an organic reaction: reactants, conditions, products, and yield The reactants are Nc1cc([N+](=O)[O-])ccc1Br, CC(=O)OC(C)=O, CC(=O)O, O. Yields the product CC(=O)Nc1cc([N+](=O)[O-])ccc1Br. As a reaction SMILES: [Br:8][c:9]1[c:10]([NH2:11])[cH:12][c:13]([N+:16](=[O:17])[O-:18])[cH:14][cH:15]1.[CH3:1][C:2]([O:3][C:5]([CH3:6])=[O:7])=[O:4].[CH3:20][C:21](=[O:22])[OH:23].[OH2:19]>>[C:5]([CH3:6])(=[O:7])[NH:11][c:10]1[c:9]([Br:8])[cH:15][cH:14][c:13]([N+:16](=[O:17])[O-:18])[cH:12]1. Starting materials: N1(CCNCC1)C1=C(OCCCC(=O)OCC)C=CC=C1 (ethyl 4-(2-(piperazin-1-yl)phenoxy)butanoate), CCN(C(C)C)C(C)C (DIEA), BrCCCO (3-bromopropanol). Run in C(C)#N (acetonitrile). Conditions: temperature 60 celsius, time 6 hour. Yields the product OCCCN1CCN(CC1)C1=C(OCCCC(=O)OCC)C=CC=C1 (ethyl 4-(2-(4-(3-hydroxypropyl)piperazin-1-yl)phenoxy)butanoate). As a reaction SMILES: [N:1]1([C:7]2[CH:21]=[CH:20][CH:19]=[CH:18][C:8]=2[O:9][CH2:10][CH2:11][CH2:12][C:13]([O:15][CH2:16][CH3:17])=[O:14])[CH2:6][CH2:5][NH:4][CH2:3][CH2:2]1.CCN(C(C)C)C(C)C.Br[CH2:32][CH2:33][CH2:34][OH:35]>C(#N)C>[OH:35][CH2:34][CH2:33][CH2:32][N:4]1[CH2:3][CH2:2][N:1]([C:7]2[CH:21]=[CH:20][CH:19]=[CH:18][C:8]=2[O:9][CH2:10][CH2:11][CH2:12][C:13]([O:15][CH2:16][CH3:17])=[O:14])[CH2:6][CH2:5]1. Reported procedure: To a stirred solution of ethyl 4-(2-(piperazin-1-yl)phenoxy)butanoate 25 (0.48 g, 0.0016 mol) in 60 mL acetonitrile was added DIEA (0.56 mL, 0.0032 mol) followed by 3-bromo-1-propanol 26 (0.14 mL, 0.0016 mol) and the resulting mixture was stirred at 60° C. for 6 h. The progress of the reaction was monitored by thin layer chromatography (TLC). The reaction mixture was concentrated and the residue was diluted with DCM (50 mL). The reaction mixture was washed with water (50 mL×2), dried over magnes... RXN SMILES: [C:1]([CH2:2][C:3](=[O:4])[O:5][CH2:6][CH3:7])(=[O:8])[O:9][CH2:10][CH3:11].[CH2:27]1[O:28][CH2:29][CH2:30][O:31][CH2:32]1.[Cl:14][c:15]1[c:16]([Br:23])[c:17]([Cl:22])[cH:18][c:19]([Cl:21])[cH:20]1.[ClH:24].[Cu:25][Br:26].[H-:12].[Na+:13]>>[C:1]([CH:2]([C:3](=[O:4])[O:5][CH2:6][CH3:7])[c:16]1[c:15]([Cl:14])[cH:20][c:19]([Cl:21])[cH:18][c:17]1[Cl:22])(=[O:8])[O:9][CH2:10][CH3:11]. The reactants are CCOC(=O)CC(=O)OCC, C1COCCO1, Clc1cc(Cl)c(Br)c(Cl)c1, Cl, [Cu]Br, [H-], [Na+]. The product is CCOC(=O)C(C(=O)OCC)c1c(Cl)cc(Cl)cc1Cl. Starting materials: C(CC)[C@@H]1CC[C@H](CC1)C1=CC=C(C=C1)C1=CC=CC=C1 (4-(trans-4-propylcyclohexyl)biphenyl), FC(C(=O)Cl)F (difluoroacetyl chloride). Yields the product FC(C(=O)C1=CC=C(C=C1)C1=CC=C(C=C1)[C@@H]1CC[C@H](CC1)CCC)F (4-Difluoroacetyl-4'-(trans-4-propylcyclohexyl)biphenyl). RXN SMILES: [CH2:1]([C@H:4]1[CH2:9][CH2:8][C@H:7]([C:10]2[CH:15]=[CH:14][C:13]([C:16]3[CH:21]=[CH:20][CH:19]=[CH:18][CH:17]=3)=[CH:12][CH:11]=2)[CH2:6][CH2:5]1)[CH2:2][CH3:3].[F:22][CH:23]([F:27])[C:24](Cl)=[O:25]>>[F:22][CH:23]([F:27])[C:24]([C:19]1[CH:20]=[CH:21][C:16]([C:13]2[CH:14]=[CH:15][C:10]([C@H:7]3[CH2:6][CH2:5][C@H:4]([CH2:1][CH2:2][CH3:3])[CH2:9][CH2:8]3)=[CH:11][CH:12]=2)=[CH:17][CH:18]=1)=[O:25]. Procedure: The preparation is carried out analogously to Example 4 from 0.5 mol of 4-(trans-4-propylcyclohexyl)biphenyl and 0.5 mol of difluoroacetyl chloride. The reactants are C(N)(OCC1C2=C(C=C(C=C2N2CC3NC3C1(O2)O)CO)O)=O (6,9-dihydroxy-4-hydroxymethyl-14-oxa-1,11-diazatetracyclo[7.4.1.02,7.010,12 ]tetradeca-2,4,6-trien-8-ylmethyl carbamate), C(C)(=O)OC(C)=O (acetic anhydride). The solvent is N1=CC=CC=C1 (pyridine). Run at time 8 hour. Yields the product C(C)(=O)OC=1C=C(C=C2N3CC4N(C4C(C(C12)COC(N)=O)(O3)O)C(C)=O)COC(C)=O (4-acetoxymethyl-11-acetyl-8-carbamoyloxymethyl-9-hydroxy-14-oxa-1,11-diazatetracyclo[7.4.1.02,7.010,12 ]tetradeca-2,4,6-trien-6-yl acetate). As a reaction SMILES: [C:1](=[O:23])([O:3][CH2:4][CH:5]1[C:17]2([OH:19])[O:18][N:12]([CH2:13][CH:14]3[CH:16]2[NH:15]3)[C:11]2[C:6]1=[C:7]([OH:22])[CH:8]=[C:9]([CH2:20][OH:21])[CH:10]=2)[NH2:2].C(O[C:28](=[O:30])[CH3:29])(=O)C>N1C=CC=CC=1>[C:4]([O:22][C:7]1[CH:8]=[C:9]([CH2:20][O:21][C:28](=[O:30])[CH3:29])[CH:10]=[C:11]2[C:6]=1[CH:5]([CH2:4][O:3][C:1](=[O:23])[NH2:2])[C:17]1([OH:19])[O:18][N:12]2[CH2:13][CH:14]2[CH:16]1[N:15]2[C:17](=[O:18])[CH3:16])(=[O:3])[CH3:5]. Procedure: To a solution of 6,9-dihydroxy-4-hydroxymethyl-14-oxa-1,11-diazatetracyclo[7.4.1.02,7.010,12 ]tetradeca-2,4,6-trien-8-ylmethyl carbamate (21 mg) in pyridine (1 ml) was added acetic anhydride (34 μl), and the mixture was allowed to stand at room temperature overnight. The reaction mixture was evaporated to dryness in vacuo, and the residual oil was subjected to preparative thin layer chromatography, which was developed with a mixture of methanol and chloroform (5:95, v/v) to give 4-acetoxymethyl-... The reactants are N#Cc1c(C(F)(F)F)cc(-c2ccc(Br)s2)n(Cc2ccc(F)cc2F)c1=O, O=C([O-])[O-], COCCOC, CSc1ccc(B2OC(C)(C)C(C)(C)O2)cn1, [K+], [K+], O, c1ccc(P(c2ccccc2)(c2ccccc2)[Pd](P(c2ccccc2)(c2ccccc2)c2ccccc2)(P(c2ccccc2)(c2ccccc2)c2ccccc2)P(c2ccccc2)(c2ccccc2)c2ccccc2)cc1. The product is CSc1ccc(-c2ccc(-c3cc(C(F)(F)F)c(C#N)c(=O)n3Cc3ccc(F)cc3F)s2)cn1. RXN SMILES: [Br:1][c:2]1[cH:3][cH:4][c:5](-[c:7]2[cH:8][c:9]([C:25]([F:26])([F:27])[F:28])[c:10]([C:23]#[N:24])[c:11](=[O:22])[n:12]2[CH2:13][c:14]2[c:15]([F:21])[cH:16][c:17]([F:20])[cH:18][cH:19]2)[s:6]1.[C:46](=[O:47])([O-:48])[O-:49].[CH3:129][O:130][CH2:131][CH2:132][O:133][CH3:134].[CH3:29][S:30][c:31]1[n:32][cH:33][c:34]([B:37]2[O:38][C:39]([CH3:40])([CH3:41])[C:42]([CH3:43])([CH3:44])[O:45]2)[cH:35][cH:36]1.[K+:50].[K+:51].[OH2:135].[cH:52]1[cH:53][cH:54][c:55]([P:56]([Pd:57]([P:58]([c:59]2[cH:60][cH:61][cH:62][cH:63][cH:64]2)([c:65]2[cH:66][cH:67][cH:68][cH:69][cH:70]2)[c:71]2[cH:72][cH:73][cH:74][cH:75][cH:76]2)([P:77]([c:78]2[cH:79][cH:80][cH:81][cH:82][cH:83]2)([c:84]2[cH:85][cH:86][cH:87][cH:88][cH:89]2)[c:90]2[cH:91][cH:92][cH:93][cH:94][cH:95]2)[P:96]([c:97]2[cH:98][cH:99][cH:100][cH:101][cH:102]2)([c:103]2[cH:104][cH:105][cH:106][cH:107][cH:108]2)[c:109]2[cH:110][cH:111][cH:112][cH:113][cH:114]2)([c:115]2[cH:116][cH:117][cH:118][cH:119][cH:120]2)[c:121]2[cH:122][cH:123][cH:124][cH:125][cH:126]2)[cH:127][cH:128]1>>[c:2]1(-[c:34]2[cH:33][n:32][c:31]([S:30][CH3:29])[cH:36][cH:35]2)[cH:3][cH:4][c:5](-[c:7]2[cH:8][c:9]([C:25]([F:26])([F:27])[F:28])[c:10]([C:23]#[N:24])[c:11](=[O:22])[n:12]2[CH2:13][c:14]2[c:15]([F:21])[cH:16][c:17]([F:20])[cH:18][cH:19]2)[s:6]1.